Dataset: the Open Reaction Database (ORD), a public repository of structured organic reaction records. Task: describe an organic reaction: reactants, conditions, products, and yield RXN SMILES: [C:17]([CH2:18][CH2:19][c:20]1[cH:21][cH:22][cH:23][cH:24][cH:25]1)(=[O:26])[OH:27].[CH3:28][OH:29].[NH2:1][c:2]1[c:3](-[c:8]2[nH:9][c:10]3[cH:11][cH:12][cH:13][cH:14][c:15]3[cH:16]2)[cH:4][cH:5][cH:6][cH:7]1>>[NH:1]([c:2]1[c:3](-[c:8]2[nH:9][c:10]3[cH:11][cH:12][cH:13][cH:14][c:15]3[cH:16]2)[cH:4][cH:5][cH:6][cH:7]1)[C:17]([CH2:18][CH2:19][c:20]1[cH:21][cH:22][cH:23][cH:24][cH:25]1)=[O:26]. Product: O=C(CCc1ccccc1)Nc1ccccc1-c1cc2ccccc2[nH]1. The reactants are O=C(O)CCc1ccccc1, CO, Nc1ccccc1-c1cc2ccccc2[nH]1. The reactants are BrC1=NN(C(=C1)C(=O)O)C1=NC=CC=C1Cl (3-bromo-1-(3-chloro-2-pyridinyl)-1H-pyrazole-5-carboxylic acid), BrC1=NN(C(=C1)C(=O)O)C1=NC=CC=C1Cl (3-Bromo-1-(3-chloro-2-pyridinyl)-1H-pyrazole-5-carboxylic acid), NC1=C(CCCC1C)C(=O)OCC (ethyl 2-amino-3-methyl-1-cyclohexene-1-carboxylate), product, C([O-])([O-])=O.[K+].[K+] (potassium carbonate), C(C(=O)Cl)(=O)Cl (oxalyl chloride). Run in ClCCl (dichloromethane), O (water), CC(=O)C (acetone), CN(C=O)C (dimethylformamide). Run at time 0.5 hour. Product: BrC1=NN(C(=C1)C(=O)NC=1C(CCCC1C)C(=O)OCC)C1=NC=CC=C1Cl (Ethyl 2-[[[3-bromo-1-(3-chloro-2-pyridinyl)-1H-pyrazol-5-yl]carbonyl]amino]-3-methyl-2-cyclohexene-1-carboxylate). As a reaction SMILES: [Br:1][C:2]1[CH:6]=[C:5]([C:7]([OH:9])=O)[N:4]([C:10]2[C:15]([Cl:16])=[CH:14][CH:13]=[CH:12][N:11]=2)[N:3]=1.C(Cl)(=O)C(Cl)=O.[NH2:23][C:24]1[CH:29]([CH3:30])[CH2:28][CH2:27][CH2:26][C:25]=1[C:31]([O:33][CH2:34][CH3:35])=[O:32].C(=O)([O-])[O-].[K+].[K+]>ClCCl.CC(C)=O.O.CN(C)C=O>[Br:1][C:2]1[CH:6]=[C:5]([C:7]([NH:23][C:24]2[CH:25]([C:31]([O:33][CH2:34][CH3:35])=[O:32])[CH2:26][CH2:27][CH2:28][C:29]=2[CH3:30])=[O:9])[N:4]([C:10]2[C:15]([Cl:16])=[CH:14][CH:13]=[CH:12][N:11]=2)[N:3]=1 |f:3.4.5|. Procedure details: To a suspension of 3-bromo-1-(3-chloro-2-pyridinyl)-1H-pyrazole-5-carboxylic acid (i.e. the product of Step F) (1.0 g, 3.11 mmol) in dichloromethane (10 mL) was added dimethylformamide (20 μL) and oxalyl chloride (299 μL, 3.42 mmol). The mixture was stirred at ambient temperature until a clear solution resulted. The solution was then concentrated under reduced pressure and placed under high vacuum (0.1 torr) for 0.5 h. The residue was redissolved in acetone (5 mL) and added to a mixture of ethyl... Reactants: CN(C)C=O, Cl, [H-], [Na+], O=c1ccc(C(c2ccccc2)c2ccccc2)n[nH]1, COc1cccc2c1CCC(COS(=O)(=O)c1ccc(C)cc1)C2. The product is COc1cccc2c1CCC(Cn1nc(C(c3ccccc3)c3ccccc3)ccc1=O)C2. RXN SMILES: [CH3:48][N:49]([CH3:50])[CH:51]=[O:52].[ClH:47].[H-:21].[Na+:22].[c:1]1([CH:7]([c:8]2[cH:9][cH:10][c:11](=[O:14])[nH:12][n:13]2)[c:15]2[cH:16][cH:17][cH:18][cH:19][cH:20]2)[cH:2][cH:3][cH:4][cH:5][cH:6]1.[c:23]1([CH3:24])[cH:25][cH:26][c:27]([S:28]([O:29][CH2:33][CH:34]2[CH2:35][c:36]3[cH:37][cH:38][cH:39][c:40]([O:44][CH3:45])[c:41]3[CH2:42][CH2:43]2)(=[O:30])=[O:31])[cH:32][cH:46]1>>[c:1]1([CH:7]([c:8]2[cH:9][cH:10][c:11](=[O:14])[n:12]([CH2:33][CH:34]3[CH2:35][c:36]4[cH:37][cH:38][cH:39][c:40]([O:44][CH3:45])[c:41]4[CH2:42][CH2:43]3)[n:13]2)[c:15]2[cH:16][cH:17][cH:18][cH:19][cH:20]2)[cH:2][cH:3][cH:4][cH:5][cH:6]1. As a reaction SMILES: [Br:3][CH2:4][CH3:5].[CH3:16][N:17]1[CH2:18][CH2:19][CH2:20][C:21]1=[O:22].[Cl:6][c:7]1[cH:8][cH:9][c:10]([CH2:13][C:14]#[N:15])[cH:11][cH:12]1.[H-:2].[Na+:1]>>[CH2:4]([CH3:5])[CH:13]([c:10]1[cH:9][cH:8][c:7]([Cl:6])[cH:12][cH:11]1)[C:14]#[N:15]. Yields the product CCC(C#N)c1ccc(Cl)cc1. Starting materials: CCBr, CN1CCCC1=O, N#CCc1ccc(Cl)cc1, [H-], [Na+]. The reactants are O=C1c2ccccc2C(=O)N1Cc1nnn[nH]1, CI. Yields the product Cn1nnnc1CN1C(=O)c2ccccc2C1=O. RXN SMILES: [C:1]1(=[O:17])[c:2]2[c:3]([cH:13][cH:14][cH:15][cH:16]2)[C:4](=[O:12])[N:5]1[CH2:6][c:7]1[n:8][n:9][n:10][nH:11]1.[CH3:18][I:19]>>[C:1]1(=[O:17])[c:2]2[c:3]([cH:13][cH:14][cH:15][cH:16]2)[C:4](=[O:12])[N:5]1[CH2:6][c:7]1[n:8][n:9][n:10][n:11]1[CH3:18].